From a dataset of the Open Reaction Database (ORD), a public repository of structured organic reaction records. describe an organic reaction: reactants, conditions, products, and yield Starting materials: Cl (HCl), Cl.NC1=CC=C(C=N1)CC(C(=O)O)C=1N=CN(C1)C1CCCCC1 (3-(6-Aminopyridin-3-yl)-2-(1-cyclohexyl-1H-imidazol-4-yl)propionic acid hydrochloride), C(C)(C)O (isopropanol). Reaction conditions: time 4 hour. Yields the product NC1=CC=C(C=N1)CC(C(=O)OC(C)C)C=1N=CN(C1)C1CCCCC1 (Isopropyl 3-(6-aminopyridin-3-yl)-2-(1-cyclohexyl-1H-imidazol-4-yl)propionate). RXN SMILES: Cl.Cl.[NH2:3][C:4]1[N:9]=[CH:8][C:7]([CH2:10][CH:11]([C:15]2[N:16]=[CH:17][N:18]([CH:20]3[CH2:25][CH2:24][CH2:23][CH2:22][CH2:21]3)[CH:19]=2)[C:12]([OH:14])=[O:13])=[CH:6][CH:5]=1.[CH:26](O)([CH3:28])[CH3:27]>>[NH2:3][C:4]1[N:9]=[CH:8][C:7]([CH2:10][CH:11]([C:15]2[N:16]=[CH:17][N:18]([CH:20]3[CH2:25][CH2:24][CH2:23][CH2:22][CH2:21]3)[CH:19]=2)[C:12]([O:14][CH:26]([CH3:28])[CH3:27])=[O:13])=[CH:6][CH:5]=1 |f:1.2|. Procedure details: 2 ml of an HCl-saturated ether solution were added to a solution of 38.0 mg (0.12 mmol) of the compound from example 1i in 5 ml of isopropanol and stirred at RT for 4 h. The solution was then concentrated to dryness, and the resulting residue was dried under high vacuum. 25 mg of the title compound resulted as bishydrochloride in the form of an amorphous solid. Starting materials: ClC1=C(C(=CC=C1)Cl)C1=CC(=CC(N1)=O)O (6-(2,6-Dichlorophenyl)-4-hydroxy-1H-pyridin-2-one), [N+](=O)(O)[O-] (HNO3), ice. The solvent is CC(=O)O (AcOH). Run at temperature 60 celsius, time 14 hour. The product is ClC1=C(C(=CC=C1)Cl)C1=CC(=C(C(N1)=O)[N+](=O)[O-])O (6-(2,6-Dichloro-phenyl)-4-hydroxy-3-nitro-1H-pyridin-2-one). RXN SMILES: [Cl:1][C:2]1[CH:7]=[CH:6][CH:5]=[C:4]([Cl:8])[C:3]=1[C:9]1[NH:14][C:13](=[O:15])[CH:12]=[C:11]([OH:16])[CH:10]=1.[N+:17]([O-])([OH:19])=[O:18]>CC(O)=O>[Cl:1][C:2]1[CH:7]=[CH:6][CH:5]=[C:4]([Cl:8])[C:3]=1[C:9]1[NH:14][C:13](=[O:15])[C:12]([N+:17]([O-:19])=[O:18])=[C:11]([OH:16])[CH:10]=1. Procedure details: 6-(2,6-Dichlorophenyl)-4-hydroxy-1H-pyridin-2-one (253 mg, 0.990 mmol, prepared as described in the previous step) was placed in a 8 mL vial equipped with a stir bar and AcOH (4 mL) was added. Concentrated HNO3 (0.540 mL, 12.0 mmol) was added via syringe and the vial was capped and stirred at 60° C. for 14 hr. The resulting mixture was cooled to room temperature and poured onto crushed ice (20 mL). The precipitate was isolated by filtration and washed with H2O (10 mL). The solid was air-dried to... Starting materials: CCc1c(C)[nH]c2c1C(=O)CCC2, CCO, Cl, C1COCCN1. The product is CCc1c(C)[nH]c2c1C(=O)C(CN1CCOCC1)CC2. Reaction SMILES: [CH2:1]([CH3:2])[c:3]1[c:4]([CH3:13])[nH:5][c:6]2[c:11]1[C:10](=[O:12])[CH2:9][CH2:8][CH2:7]2.[CH3:21][CH2:22][OH:23].[ClH:14].[O:15]1[CH2:16][CH2:17][NH:18][CH2:19][CH2:20]1>>[CH2:1]([CH3:2])[c:3]1[c:4]([CH3:13])[nH:5][c:6]2[c:11]1[C:10](=[O:12])[CH:9]([CH2:21][N:18]1[CH2:17][CH2:16][O:15][CH2:20][CH2:19]1)[CH2:8][CH2:7]2. The reactants are NC(=O)C1=CN(C2OC(COP(=O)(O)OP(=O)(O)OCC3OC(n4cnc5c(N)ncnc54)C(OP(=O)(O)O)C3O)C(O)C2O)C=CC1, CC(O)(CC(=O)O)CC(=O)SCCNC(=O)CCNC(=O)C(O)C(C)(C)COP(=O)(O)OP(=O)(O)OCC1OC(n2cnc3c(N)ncnc32)C(O)C1OP(=O)(O)O. The product is CC(O)(CCO)CC(=O)[O-], CC(C)(COP(=O)(O)OP(=O)(O)OCC1OC(n2cnc3c(N)ncnc32)C(O)C1OP(=O)(O)O)C(O)C(=O)NCCC(=O)NCCS. As a reaction SMILES: [NH2:59][C:60]([C:61]1=[CH:105][N:65]([CH:66]2[CH:67]([OH:68])[CH:69]([OH:70])[CH:71]([CH2:72][O:73][P:74]([O:75][P:76]([O:77][CH2:78][CH:79]3[CH:80]([OH:81])[CH:82]([O:83][P:84](=[O:85])([OH:86])[OH:87])[CH:88]([n:89]4[c:90]5[c:91]([c:92]([NH2:96])[n:93][cH:94][n:95]5)[n:97][cH:98]4)[O:99]3)(=[O:100])[OH:101])(=[O:102])[OH:103])[O:104]2)[CH:64]=[CH:63][CH2:62]1)=[O:106].[OH:1][C:2]([CH2:3][C:4](=[O:5])[S:6][CH2:7][CH2:8][NH:9][C:10]([CH2:11][CH2:12][NH:13][C:14]([CH:15]([C:16]([CH2:17][O:18][P:19]([O:20][P:21]([O:22][CH2:23][CH:24]1[CH:25]([O:40][P:41](=[O:42])([OH:43])[OH:44])[CH:26]([OH:39])[CH:27]([n:29]2[cH:30][n:31][c:32]3[c:33]([NH2:34])[n:35][cH:36][n:37][c:38]23)[O:28]1)(=[O:45])[OH:46])(=[O:47])[OH:48])([CH3:49])[CH3:50])[OH:51])=[O:52])=[O:53])([CH2:54][C:55](=[O:56])[OH:57])[CH3:58]>>[OH:1][C:2]([CH2:3][CH2:4][OH:5])([CH2:54][C:55](=[O:56])[O-:57])[CH3:58].[SH:6][CH2:7][CH2:8][NH:9][C:10]([CH2:11][CH2:12][NH:13][C:14]([CH:15]([C:16]([CH2:17][O:18][P:19]([O:20][P:21]([O:22][CH2:23][CH:24]1[CH:25]([O:40][P:41](=[O:42])([OH:43])[OH:44])[CH:26]([OH:39])[CH:27]([n:29]2[cH:30][n:31][c:32]3[c:33]([NH2:34])[n:35][cH:36][n:37][c:38]23)[O:28]1)(=[O:45])[OH:46])(=[O:47])[OH:48])([CH3:49])[CH3:50])[OH:51])=[O:52])=[O:53].